describe an organic reaction: reactants, conditions, products, and yield From a dataset of the Open Reaction Database (ORD), a public repository of structured organic reaction records. Starting materials: CC=1N(C=CN1)CCC1CCNCC1 (4-[2-(2-methyl-1H-imidazol-1-yl)ethyl]piperidine), C(CCCCCCCCCCCCCCCCC)(=O)Cl (stearoyl chloride). Yields the product C(CCCCCCCCCCCCCCC)(=O)Cl (hexadecanoyl chloride), title compound. As a reaction SMILES: CC1N(CCC2CCNCC2)C=CN=1.[C:15]([Cl:34])(=[O:33])[CH2:16][CH2:17][CH2:18][CH2:19][CH2:20][CH2:21][CH2:22][CH2:23][CH2:24][CH2:25][CH2:26][CH2:27][CH2:28][CH2:29][CH2:30]CC>>[C:15]([Cl:34])(=[O:33])[CH2:16][CH2:17][CH2:18][CH2:19][CH2:20][CH2:21][CH2:22][CH2:23][CH2:24][CH2:25][CH2:26][CH2:27][CH2:28][CH2:29][CH3:30]. Procedure: Following essentially the last step of the procedure for preparing the compound of Example 1, and using in place of stearoyl chloride, an approximately equivalent amount of hexadecanoyl chloride, the title compound was obtained, m.p. 112° to 115° C. The reactants are ice, BrC=1C(=NSC1N[C@@H](CC(C)C)C(=O)OC)C (methyl N-(4-bromo-3-methylisothiazol-5-yl)-L-leucinate), [OH-].[Li+] (lithium hydroxide). Run in CO (methanol). Reaction conditions: time 3 hour. Yields the product BrC=1C(=NSC1N[C@@H](CC(C)C)C(=O)O)C (N-(4-bromo-3-methylisothiazol-5-yl)-L-leucine). Reaction SMILES: [Br:1][C:2]1[C:3]([CH3:17])=[N:4][S:5][C:6]=1[NH:7][C@H:8]([C:13]([O:15]C)=[O:14])[CH2:9][CH:10]([CH3:12])[CH3:11].[OH-].[Li+]>CO>[Br:1][C:2]1[C:3]([CH3:17])=[N:4][S:5][C:6]=1[NH:7][C@H:8]([C:13]([OH:15])=[O:14])[CH2:9][CH:10]([CH3:12])[CH3:11] |f:1.2|. Procedure: To an ice cold solution of methyl N-(4-bromo-3-methylisothiazol-5-yl)-L-leucinate (11.7 g, 36.4 mmol) in methanol (300 mL) was slowly added over 10 min a 2.0 M aqueous lithium hydroxide solution (75 mL, 150 mmol). The resulting cloudy solution was stirred at room temperature for 3 hours. Most of the methanol was removed under reduced pressure and the resulting aqueous suspension was partitioned between EtOAc and water+90 ml of 10% HCl. The organic layer was washed once with water, dried over Na2... Reactants: COc1ccc2ccccc2c1C(=O)NCC(C)O, O=S(Cl)Cl. Product: COc1ccc2ccccc2c1C1=NCC(C)O1. Reaction SMILES: [CH3:1][O:2][c:3]1[c:4]([C:13](=[O:14])[NH:15][CH2:16][CH:17]([CH3:18])[OH:19])[c:5]2[cH:6][cH:7][cH:8][cH:9][c:10]2[cH:11][cH:12]1.[S:20]([Cl:21])([Cl:22])=[O:23]>>[CH3:1][O:2][c:3]1[c:4]([C:13]2=[N:15][CH2:16][CH:17]([CH3:18])[O:19]2)[c:5]2[cH:6][cH:7][cH:8][cH:9][c:10]2[cH:11][cH:12]1. The reactants are O=C(Cl)c1ccc(F)cc1, COC(=N)N1Cc2ccccc2-c2ccccc2C1. The product is COC(=NC(=O)c1ccc(F)cc1)N1Cc2ccccc2-c2ccccc2C1. As a reaction SMILES: [F:20][c:21]1[cH:22][cH:23][c:24]([C:25](=[O:26])[Cl:27])[cH:28][cH:29]1.[cH:1]1[cH:2][cH:3][cH:4][c:5]2[c:11]1-[c:10]1[c:9]([cH:15][cH:14][cH:13][cH:12]1)[CH2:8][N:7]([C:16]([O:17][CH3:18])=[NH:19])[CH2:6]2>>[cH:1]1[cH:2][cH:3][cH:4][c:5]2[c:11]1-[c:10]1[c:9]([cH:15][cH:14][cH:13][cH:12]1)[CH2:8][N:7]([C:16]([O:17][CH3:18])=[N:19][C:25]([c:24]1[cH:23][cH:22][c:21]([F:20])[cH:29][cH:28]1)=[O:26])[CH2:6]2. Reactants: IC=1C=C2N=CC(=NC2=CC1)C(=O)OCC (Ethyl 6-iodoquinoxaline-2-carboxylate), [OH-].[Na+].C(C)O (sodium hydroxide ethanol). Solvent: C(C)(=O)O (acetic acid). Product: IC=1C=C2N=CC(=NC2=CC1)C(=O)O (6-iodoquinoxaline-2-carboxylic acid). The yield is 83.1%. Reaction SMILES: [I:1][C:2]1[CH:3]=[C:4]2[C:9](=[CH:10][CH:11]=1)[N:8]=[C:7]([C:12]([O:14]CC)=[O:13])[CH:6]=[N:5]2.[OH-].[Na+].C(O)C>C(O)(=O)C>[I:1][C:2]1[CH:3]=[C:4]2[C:9](=[CH:10][CH:11]=1)[N:8]=[C:7]([C:12]([OH:14])=[O:13])[CH:6]=[N:5]2 |f:1.2.3|. Procedure details: A solution of compound 9 (1.30 g, 3.96 mmol) in a 2.0 N sodium hydroxide/ethanol solution (1/1, v/v, 6 mL) was refluxed for 30 min. After cooling to room temperature, the reaction mixture was acidified (pH=4-5) with acetic acid and cooled to 0° C. The resulting precipitate was removed by filtration and dried in a vacuum oven to afford acid 23 (1.08 g, 3.29 mmol) as a white solid. Yield 91%; mp 242-244° C.; 1H NMR (200 MHz, DMSO-d6) δ 7.97 (d, 1H, J=8 Hz), 8.15 (d, 1H, J=8 Hz), 8.52 (s, 1H), 9.36... Reactants: ClC=1C=C2C(CC(NC2=CC1)C1=C(N)C=CC=C1)(C)C (2-(6-chloro-4,4-dimethyl-1,2,3,4-tetrahydroquinolin-2-yl)aniline), N1=CC=CC=C1 (pyridine), FC1=CC=C(C=C1)S(=O)(=O)Cl (4-fluorobenzenesulfonyl chloride). The solvent is ClCCl (dichloromethane). Conditions: time 8 hour. Product: ClC=1C=C2C(CC(NC2=CC1)C1=C(C=CC=C1)NS(=O)(=O)C1=CC=C(C=C1)F)(C)C (N-[2-(6-chloro-4,4-dimethyl-1,2,3,4-tetrahydro-quinolin-2-yl)-phenyl]-4-fluoro-benzenesulfonamide). Reaction SMILES: [Cl:1][C:2]1[CH:3]=[C:4]2[C:9](=[CH:10][CH:11]=1)[NH:8][CH:7]([C:12]1[CH:18]=[CH:17][CH:16]=[CH:15][C:13]=1[NH2:14])[CH2:6][C:5]2([CH3:20])[CH3:19].N1C=CC=CC=1.[F:27][C:28]1[CH:33]=[CH:32][C:31]([S:34](Cl)(=[O:36])=[O:35])=[CH:30][CH:29]=1>ClCCl>[Cl:1][C:2]1[CH:3]=[C:4]2[C:9](=[CH:10][CH:11]=1)[NH:8][CH:7]([C:12]1[CH:18]=[CH:17][CH:16]=[CH:15][C:13]=1[NH:14][S:34]([C:31]1[CH:32]=[CH:33][C:28]([F:27])=[CH:29][CH:30]=1)(=[O:36])=[O:35])[CH2:6][C:5]2([CH3:20])[CH3:19]. Reported procedure: To a stirred solution of 2-(6-chloro-4,4-dimethyl-1,2,3,4-tetrahydroquinolin-2-yl)aniline (100 mg, 0.35 mmol) in dichloromethane (5 mL) was added pyridine (0.6 mL) and 4-fluorobenzenesulfonyl chloride (68 mg, 0.35 mmol) at ice-bath. The reaction mixture was stirred at room temperature overnight. The reaction mixture was washed with water. The aqueous layer was extracted with dichloromethane. The combined organic layer was washed by brine, dried over anhydrous sodium sulfate, concentrated in vacu...